Dataset: the Open Reaction Database (ORD), a public repository of structured organic reaction records. Task: describe an organic reaction: reactants, conditions, products, and yield Starting materials: C(=O)(N1C=NC=C1)N1C=NC=C1 (carbonyldiimidazole), C(C1=CC=CC=C1)N1C(CC(C1)C(=O)O)=O ((1-benzyl-2-oxo-4-pyrrolidinyl)carboxylic acid), CN (methylamine). The solvent is C(Cl)Cl (methylene chloride), C(Cl)Cl (methylene chloride). Reaction conditions: time 1 hour. Product: CNC(=O)C1CC(N(C1)CC1=CC=CC=C1)=O (N-Methyl-(1-benzyl-2-oxo-4-pyrrolidinyl)carboxamide). As a reaction SMILES: [CH2:1]([N:8]1[CH2:12][CH:11]([C:13](O)=[O:14])[CH2:10][C:9]1=[O:16])[C:2]1[CH:7]=[CH:6][CH:5]=[CH:4][CH:3]=1.[C:17](N1C=CN=C1)([N:19]1C=CN=C1)=O.CN>C(Cl)Cl>[CH3:17][NH:19][C:13]([CH:11]1[CH2:12][N:8]([CH2:1][C:2]2[CH:7]=[CH:6][CH:5]=[CH:4][CH:3]=2)[C:9](=[O:16])[CH2:10]1)=[O:14]. Reported procedure: 0.2 mole of (1-benzyl-2-oxo-4-pyrrolidinyl)carboxylic acid (described in Journal of Organic Chemistry, 1961; 26: p 1519) is dissolved in 200 cm3 of methylene chloride. The mixture is treated with 32.4 g of carbonyldiimidazole. It is left in contact for 1 hour and then a solution consisting of 20 g of methylamine and 200 cm3 of methylene chloride is added. The mixture is left in contact for 12 hours at room temperature, washed with water and then dried over magnesium sulfate. An oil which is the ...